Dataset: the Open Reaction Database (ORD), a public repository of structured organic reaction records. Task: describe an organic reaction: reactants, conditions, products, and yield Reactants: BrCC=1C(=C(C(=O)OC)C=CC1S(=O)(=O)C)Cl (methyl 3-bromomethyl-2-chloro-4-methanesulfonylbenzoate), C[O-].[Na+] (sodium methoxide). Solvent: CO (methanol), CO (methanol). Run at time 8 hour. Product: COC(C1=C(C(=C(C=C1)S(=O)(=O)C)COC)Cl)=O (Methyl-2-chloro-4-methanesulfonyl-3-methoxymethylbenzoate). Yield: 103.1%. Reaction SMILES: Br[CH2:2][C:3]1[C:4]([Cl:17])=[C:5]([CH:10]=[CH:11][C:12]=1[S:13]([CH3:16])(=[O:15])=[O:14])[C:6]([O:8][CH3:9])=[O:7].[CH3:18][O-:19].[Na+]>CO>[CH3:9][O:8][C:6](=[O:7])[C:5]1[CH:10]=[CH:11][C:12]([S:13]([CH3:16])(=[O:15])=[O:14])=[C:3]([CH2:2][O:19][CH3:18])[C:4]=1[Cl:17] |f:1.2|. Procedure: To a solution comprising 12.0 g of methyl 3-bromomethyl-2-chloro-4-methanesulfonylbenzoate prepared in Reference Example 3(1) and 100 ml of methanol, 50 ml of a methanol solution containing 1.7 g of sodium methoxide was added, and the mixture was stirred at room temperature overnight. The solvent was distilled off under reduced pressure. Then, dilute hydrochloric acid was added to the residue, and the mixture was extracted with chloroform. The extract was washed with water and dried over anhydro... Reactants: [Cl-].[Na+] (sodium chloride), C(=O)C=1C=C2C=C(C(=NC2=CC1)C(=O)OC)C (methyl 6-formyl-3-methylquinoline-2-carboxylate), CC(C)=CC (2-methyl-2-butene), P(=O)(O)(O)[O-].[Na+] (sodium dihydrogenphosphate), Cl (hydrochloric acid). Solvent: O (water), C(C)(C)(C)O (tert-butyl alcohol), O (water). Conditions: time 1 hour. Product: COC(=O)C1=NC2=CC=C(C=C2C=C1C)C(=O)O (2-methoxycarbonyl-3-methylquinoline-6-carboxylic acid). The yield is 80.8%. Reaction SMILES: [CH:1]([C:3]1[CH:4]=[C:5]2[C:10](=[CH:11][CH:12]=1)[N:9]=[C:8]([C:13]([O:15][CH3:16])=[O:14])[C:7]([CH3:17])=[CH:6]2)=[O:2].CC(=CC)C.P([O-])(O)(O)=[O:24].[Na+].[Cl-].[Na+].Cl>O.C(O)(C)(C)C>[CH3:16][O:15][C:13]([C:8]1[C:7]([CH3:17])=[CH:6][C:5]2[C:10](=[CH:11][CH:12]=[C:3]([C:1]([OH:24])=[O:2])[CH:4]=2)[N:9]=1)=[O:14] |f:2.3,4.5|. Reported procedure: To a mixture of water (0.8 ml) and tert-butyl alcohol (3 ml) were added methyl 6-formyl-3-methylquinoline-2-carboxylate (140 mg) , 2-methyl-2-butene (190 mg) and sodium dihydrogenphosphate (105 mg) in water bath. To the mixture was added dropwise sodium chloride (244 mg) and the mixture was stirred for 1 hour at the same temperature. The reaction mixture was cooled in an ice bath, adjusted to pH 4 with 1M hydrochloric acid and extracted with dichloromethane. The organic layer was dried over magn... The reactants are Cl, CN1CCC(O)C(Oc2ccc(Cl)c(Cl)c2)CC1, Cc1ccc(OC2CCNCCC2O)cc1C, CN1CCC(O)C(Oc2ccc(C(F)(F)F)cc2)CC1. The product is OC1CCNCCC1Oc1ccc(Cl)c(Cl)c1. Reaction SMILES: [ClH:36].[OH:18][CH:19]1[CH2:20][CH2:21][N:22]([CH3:35])[CH2:23][CH2:24][CH:25]1[O:26][c:27]1[cH:28][c:29]([Cl:34])[c:30]([Cl:33])[cH:31][cH:32]1.[OH:1][CH:2]1[CH:3]([O:4][c:5]2[cH:6][cH:7][c:8]([CH3:9])[c:10]([CH3:11])[cH:12]2)[CH2:13][CH2:14][NH:15][CH2:16][CH2:17]1.[OH:37][CH:38]1[CH:39]([O:40][c:41]2[cH:42][cH:43][c:44]([C:45]([F:46])([F:47])[F:48])[cH:49][cH:50]2)[CH2:51][CH2:52][N:53]([CH3:54])[CH2:55][CH2:56]1>>[OH:18][CH:19]1[CH2:20][CH2:21][NH:22][CH2:23][CH2:24][CH:25]1[O:26][c:27]1[cH:28][c:29]([Cl:34])[c:30]([Cl:33])[cH:31][cH:32]1. The reactants are CCOC(=O)c1cc(CN2CCC(C#N)(c3ncccc3Br)CC2)c2ccccn2c1=O, O=C([O-])[O-], C1CCOC1, [Cs+], [Cs+]. Yields the product C=Cc1cccnc1C1(C#N)CCN(Cc2cc(C(=O)OCC)c(=O)n3ccccc23)CC1. As a reaction SMILES: [Br:1][c:2]1[c:3]([C:8]2([C:31]#[N:32])[CH2:9][CH2:10][N:11]([CH2:14][c:15]3[cH:16][c:17]([C:26](=[O:27])[O:28][CH2:29][CH3:30])[c:18](=[O:25])[n:19]4[cH:20][cH:21][cH:22][cH:23][c:24]34)[CH2:12][CH2:13]2)[n:4][cH:5][cH:6][cH:7]1.[C:33](=[O:34])([O-:35])[O-:36].[CH2:39]1[CH2:40][CH2:43][CH2:42][O:41]1.[Cs+:37].[Cs+:38]>>[c:2]1([CH:39]=[CH2:40])[c:3]([C:8]2([C:31]#[N:32])[CH2:9][CH2:10][N:11]([CH2:14][c:15]3[cH:16][c:17]([C:26](=[O:27])[O:28][CH2:29][CH3:30])[c:18](=[O:25])[n:19]4[cH:20][cH:21][cH:22][cH:23][c:24]34)[CH2:12][CH2:13]2)[n:4][cH:5][cH:6][cH:7]1.